This data is from the Open Reaction Database (ORD), a public repository of structured organic reaction records. The task is: describe an organic reaction: reactants, conditions, products, and yield Starting materials: C(C)OC(CCCOC1=C(C(=CC=C1)CCCCCCOC1=CC(=CC(=C1)Br)OCC1=CC=CC=C1)CCC(=O)OCC)=O (4-[3-[6-(3-benzyloxy-5-bromo-phenoxy)-hexyl]-2-(2-ethoxycarbonyl-ethyl)-phenoxy]-butyric acid ethyl ester), S1C=C(C=C1)B(O)O (3-thiophenylboronic acid), C([O-])([O-])=O.[Cs+].[Cs+] (cesium carbonate). The reagents and catalysts are C1=CC=C(C=C1)P([C-]2C=CC=C2)C3=CC=CC=C3.C1=CC=C(C=C1)P([C-]2C=CC=C2)C3=CC=CC=C3.Cl[Pd]Cl.[Fe+2] ([1,1′-bis(diphenylphosphino)ferrocene]dichloropalladium(II)). The product is C(C)OC(CCCOC1=C(C(=CC=C1)CCCCCCOC1=CC(=CC(=C1)C1=CSC=C1)OCC1=CC=CC=C1)CCC(=O)OCC)=O (4-[3-[6-(3-benzyloxy-5-thiophen-3-yl-phenoxy)-hexyl]-2-(2-ethoxycarbonyl-ethyl)-phenoxy]-butyric acid ethyl ester). Isolated yield 62.9%. Reaction SMILES: [CH2:1]([O:3][C:4](=[O:44])[CH2:5][CH2:6][CH2:7][O:8][C:9]1[CH:14]=[CH:13][CH:12]=[C:11]([CH2:15][CH2:16][CH2:17][CH2:18][CH2:19][CH2:20][O:21][C:22]2[CH:27]=[C:26](Br)[CH:25]=[C:24]([O:29][CH2:30][C:31]3[CH:36]=[CH:35][CH:34]=[CH:33][CH:32]=3)[CH:23]=2)[C:10]=1[CH2:37][CH2:38][C:39]([O:41][CH2:42][CH3:43])=[O:40])[CH3:2].[S:45]1[CH:49]=[CH:48][C:47](B(O)O)=[CH:46]1.C(=O)([O-])[O-].[Cs+].[Cs+]>C1C=CC(P(C2C=CC=CC=2)[C-]2C=CC=C2)=CC=1.C1C=CC(P(C2C=CC=CC=2)[C-]2C=CC=C2)=CC=1.Cl[Pd]Cl.[Fe+2]>[CH2:1]([O:3][C:4](=[O:44])[CH2:5][CH2:6][CH2:7][O:8][C:9]1[CH:14]=[CH:13][CH:12]=[C:11]([CH2:15][CH2:16][CH2:17][CH2:18][CH2:19][CH2:20][O:21][C:22]2[CH:27]=[C:26]([C:47]3[CH:48]=[CH:49][S:45][CH:46]=3)[CH:25]=[C:24]([O:29][CH2:30][C:31]3[CH:36]=[CH:35][CH:34]=[CH:33][CH:32]=3)[CH:23]=2)[C:10]=1[CH2:37][CH2:38][C:39]([O:41][CH2:42][CH3:43])=[O:40])[CH3:2] |f:2.3.4,5.6.7.8|. Reported procedure: A similar procedure as described in Example 43, step 4 was used, starting from 4-[3-[6-(3-benzyloxy-5-bromo-phenoxy)-hexyl]-2-(2-ethoxycarbonyl-ethyl)-phenoxy]-butyric acid ethyl ester (260 mg, 0.39 mmol), 3-thiophenylboronic acid (99 mg, 0.78 mmol), [1,1′-bis(diphenylphosphino)ferrocene]dichloropalladium(II) (73 mg, 0.1 mmol), and cesium carbonate (253 mg, 0.78 mmol) to obtain 4-[3-[6-(3-benzyloxy-5-thiophen-3-yl-phenoxy)-hexyl]-2-(2-ethoxycarbonyl-ethyl)-phenoxy]-butyric acid ethyl ester (165 ... Starting materials: CO, Cl, CC(C)(C)OC(=O)N1CCC(c2c[nH]c3c(C(N)=O)cc(Br)cc23)CC1, C1COCCO1. Product: NC(=O)c1cc(Br)cc2c(C3CCNCC3)c[nH]c12. Reaction SMILES: [CH3:27][OH:28].[ClH:29].[NH2:1][C:2](=[O:3])[c:4]1[cH:5][c:6]([Br:26])[cH:7][c:8]2[c:9]([CH:13]3[CH2:14][CH2:15][N:16]([C:19]([O:20][C:21]([CH3:22])([CH3:23])[CH3:24])=[O:25])[CH2:17][CH2:18]3)[cH:10][nH:11][c:12]12.[O:30]1[CH2:31][CH2:32][O:33][CH2:34][CH2:35]1>>[NH2:1][C:2](=[O:3])[c:4]1[cH:5][c:6]([Br:26])[cH:7][c:8]2[c:9]([CH:13]3[CH2:14][CH2:15][NH:16][CH2:17][CH2:18]3)[cH:10][nH:11][c:12]12.